From a dataset of the Open Reaction Database (ORD), a public repository of structured organic reaction records. describe an organic reaction: reactants, conditions, products, and yield Starting materials: BrC1=CC=C(C=C1)C1(OCC(CO1)(C)C)CCCCl (2-(4-bromophenyl)-2-(3-chloropropyl)-5,5-dimethyl-1,3-dioxane), O (Water), [H-].[Na+] (sodium hydride), OC=1C=C(C#N)C=CC1 (3-hydroxybenzonitrile). Solvent: CN(C=O)C (dimethylformamide), CN(C=O)C (dimethylformamide). Reaction conditions: time 30 minute. Yields the product BrC1=CC=C(C=C1)C1(OCC(CO1)(C)C)CCCOC=1C=C(C#N)C=CC1 (3-[3-[2-(4-bromophenyl)-5,5-dimethyl-1,3-dioxane-2-yl]propoxy]benzonitrile). Reaction SMILES: [H-].[Na+].[OH:3][C:4]1[CH:5]=[C:6]([CH:9]=[CH:10][CH:11]=1)[C:7]#[N:8].[Br:12][C:13]1[CH:18]=[CH:17][C:16]([C:19]2([CH2:27][CH2:28][CH2:29]Cl)[O:24][CH2:23][C:22]([CH3:26])([CH3:25])[CH2:21][O:20]2)=[CH:15][CH:14]=1.O>CN(C)C=O>[Br:12][C:13]1[CH:14]=[CH:15][C:16]([C:19]2([CH2:27][CH2:28][CH2:29][O:3][C:4]3[CH:5]=[C:6]([CH:9]=[CH:10][CH:11]=3)[C:7]#[N:8])[O:20][CH2:21][C:22]([CH3:25])([CH3:26])[CH2:23][O:24]2)=[CH:17][CH:18]=1 |f:0.1|. Procedure details: 236 mg (5.9 mmol) of sodium hydride (oily, 60%) was stirred in dimethylformamide. 691 mg (5.8 mmol) of 3-hydroxybenzonitrile was added thereto under cooling with ice. After stirring at room temperature for 30 minutes, a solution of 2 g (5.75 mmol) of 2-(4-bromophenyl)-2-(3-chloropropyl)-5,5-dimethyl-1,3-dioxane in dimethylformamide was added to the reaction mixture, and they were stirred at 100° C. overnight. Water was added to the mixture. After the extraction with ethyl acetate, the organic la... Reactants: CCN(C(C)C)C(C)C, COc1ccc(N2CCOCC2)c2sc(-c3nc4c([nH]3)CCNCC4)nc12, O=C(Cl)c1ccnc(CCl)c1, Cl, Cl, C1CCOC1. Product: COc1ccc(N2CCOCC2)c2sc(-c3nc4c([nH]3)CCN(C(=O)c3ccnc(CCl)c3)CC4)nc12. As a reaction SMILES: [CH2:29]([N:30]([CH:31]([CH3:32])[CH3:33])[CH:34]([CH3:35])[CH3:36])[CH3:37].[CH3:2][O:3][c:4]1[cH:5][cH:6][c:7]([N:23]2[CH2:24][CH2:25][O:26][CH2:27][CH2:28]2)[c:8]2[c:9]1[n:10][c:11](-[c:13]1[n:14][c:15]3[c:16]([nH:22]1)[CH2:17][CH2:18][NH:19][CH2:20][CH2:21]3)[s:12]2.[Cl:39][CH2:40][c:41]1[cH:42][c:43]([C:44](=[O:45])[Cl:46])[cH:47][cH:48][n:49]1.[ClH:1].[ClH:38].[O:50]1[CH2:51][CH2:52][CH2:53][CH2:54]1>>[CH3:2][O:3][c:4]1[cH:5][cH:6][c:7]([N:23]2[CH2:24][CH2:25][O:26][CH2:27][CH2:28]2)[c:8]2[c:9]1[n:10][c:11](-[c:13]1[n:14][c:15]3[c:16]([nH:22]1)[CH2:17][CH2:18][N:19]([C:44]([c:43]1[cH:42][c:41]([CH2:40][Cl:39])[n:49][cH:48][cH:47]1)=[O:45])[CH2:20][CH2:21]3)[s:12]2. Reactants: glass, CC1=C(O)C=CC(=C1)O (methylhydroquinone), C(OC1=CC=CC=C1)(OC1=CC=CC=C1)=O (diphenyl carbonate). Conditions: temperature 180 celsius, time 2 hour. The product is COC1=CC=C(C=C1)O (MeHQ). As a reaction SMILES: C[C:2]1[CH:8]=[C:7]([OH:9])[CH:6]=[CH:5][C:3]=1[OH:4].[C:10](=O)(OC1C=CC=CC=1)OC1C=CC=CC=1>>[CH3:10][O:9][C:7]1[CH:8]=[CH:2][C:3]([OH:4])=[CH:5][CH:6]=1. Reported procedure: To a 1 L glass reaction vessel, methylhydroquinone (1.2 moles, 148.97 g) and diphenyl carbonate (1.29 moles, 277.63 g) were added. After heating the system to about 180° C., the system underwent Segments 1 through 5 and then skipped to Sement 11. After about 2 hours, the polymer crystallized at about 270° C. when about 90 wt % phenol had evolved. The solidified polymer could not be stranded. Reactants: B, CC(=O)c1ccc2c(c1)ncn2-c1cccc(COCc2ncnn2C)c1, CO, [Na], CN(C)C=O. Product: CC(O)c1ccc2c(c1)ncn2-c1cccc(COCc2ncnn2C)c1. Reaction SMILES: [BH3:28].[CH3:1][n:2]1[n:3][cH:4][n:5][c:6]1[CH2:7][O:8][CH2:9][c:10]1[cH:11][c:12](-[n:16]2[cH:17][n:18][c:19]3[c:20]2[cH:21][cH:22][c:23]([C:25]([CH3:26])=[O:27])[cH:24]3)[cH:13][cH:14][cH:15]1.[CH3:35][OH:36].[Na:29].[O:30]=[CH:31][N:32]([CH3:33])[CH3:34]>>[CH3:1][n:2]1[n:3][cH:4][n:5][c:6]1[CH2:7][O:8][CH2:9][c:10]1[cH:11][c:12](-[n:16]2[cH:17][n:18][c:19]3[c:20]2[cH:21][cH:22][c:23]([CH:25]([CH3:26])[OH:27])[cH:24]3)[cH:13][cH:14][cH:15]1. Starting materials: O=CC(O)CO (glyceraldehyde), C1(O)=CC(O)=CC=C1 (resorcinol), B(O)(O)O (boric acid), C(CC(O)(C(=O)O)CC(=O)O)(=O)O (citric acid), [OH-].[Na+] (sodium hydroxide), 124-T. The product is O=CC(O)CO.C1(O)=CC(O)=CC=C1 (glyceraldehyde resorcinol). Reaction SMILES: [O:1]=[CH:2][CH:3]([CH2:5][OH:6])[OH:4].[C:7]1([CH:14]=[CH:13][CH:12]=[C:10]([OH:11])[CH:9]=1)[OH:8].B(O)(O)O.C(O)(=O)CC(CC(O)=O)(C(O)=O)O.[OH-].[Na+]>>[O:1]=[CH:2][CH:3]([CH2:5][OH:6])[OH:4].[C:7]1([CH:14]=[CH:13][CH:12]=[C:10]([OH:11])[CH:9]=1)[OH:8] |f:4.5,6.7|. Procedure details: A glyceraldehyde-resorcinol precondensate was prepared by refluxing an aqueous solution of 5% by weight glyceraldehyde, 5% resorcinol, 1% boric acid, and 1% citric acid at the boil for one hour. The pH of the mixture was then adjusted to 3.0 by the addition of sodium hydroxide after which it was thickened by the addition of 1% of guar gum thickener (Jaquar 124-T from Stein Hall, Inc.) to provide a viscosity of 1200 c.p.s. The reactants are [H-].[Na+] (sodium hydride), O (water), C(C)(C)(C)OC(=O)N[C@@H](CO)C ((R)-(+)-2-(tert-butoxycarbonylamino)-1-propanol), C(C1=CC=CC=C1)Br (benzyl bromide). Reagents/catalysts: [I-].C(CCC)[N+](CCCC)(CCCC)CCCC (tetrabutylammonium iodide). Solvent: C1CCOC1 (THF). Run at time 3 hour. Product: C(C1=CC=CC=C1)OC[C@@H](C)NC(=O)OC(C)(C)C ((R)-3-Benzyloxy-2-(tert-butoxycarbonylamino)-propane). Isolated yield 60.3%. As a reaction SMILES: [C:1]([O:5][C:6]([NH:8][C@H:9]([CH3:12])[CH2:10][OH:11])=[O:7])([CH3:4])([CH3:3])[CH3:2].[H-].[Na+].[CH2:15](Br)[C:16]1[CH:21]=[CH:20][CH:19]=[CH:18][CH:17]=1.O>C1COCC1.[I-].C([N+](CCCC)(CCCC)CCCC)CCC>[CH2:15]([O:11][CH2:10][C@H:9]([NH:8][C:6]([O:5][C:1]([CH3:4])([CH3:3])[CH3:2])=[O:7])[CH3:12])[C:16]1[CH:21]=[CH:20][CH:19]=[CH:18][CH:17]=1 |f:1.2,6.7|. Procedure: Dissolve (R)-(+)-2-(tert-butoxycarbonylamino)-1-propanol (875 mg, 5 mmol) in anhydrous THF (50 mL). Add sodium hydride (60% in mineral oil, 210 mg, 5.2 mmol) and stir at 0° C. for 30 min. Add benzyl bromide (620 μL, 5.2 mmol) followed by tetrabutylammonium iodide (20 mg, 0.05 mmol) and stir for 3 h at ambient temperature. Pour the mixture into water (200 mL), extract with DCM (3×50 mL), wash with brine, dry over MgSO4, filter and concentrate. Purify by chromatography on silica gel eluting with h... Yield: 45.3%. Reaction SMILES: Br[C:2]1[CH:10]=[C:9]2[C:5]([CH:6]=[CH:7][N:8]2[Si:11]([CH:18]([CH3:20])[CH3:19])([CH:15]([CH3:17])[CH3:16])[CH:12]([CH3:14])[CH3:13])=[CH:4][CH:3]=1.C([Li])(C)(C)C.CCCCC.[C:31]1([S:37](F)(=[O:39])=[O:38])[CH:36]=[CH:35][CH:34]=[CH:33][CH:32]=1>C1COCC1>[C:31]1([S:37]([C:2]2[CH:10]=[C:9]3[C:5]([CH:6]=[CH:7][N:8]3[Si:11]([CH:18]([CH3:20])[CH3:19])([CH:15]([CH3:17])[CH3:16])[CH:12]([CH3:14])[CH3:13])=[CH:4][CH:3]=2)(=[O:39])=[O:38])[CH:36]=[CH:35][CH:34]=[CH:33][CH:32]=1. Run at temperature -78 celsius, time 0.1 hour. Reported procedure: To as stirred solution of 6-bromo-1-triisopropylsilanyl-1H-indole (0.687 g, 1.95 mmol) in THF (12 mL) at −78° C. under nitrogen was added, dropwise over 0.3 h, a solution of tert-butyllithium in pentane (1.7 M, 2.52 mL, 4.29 mmol) (internal temperature was kept below −70° C.). The mixture was stirred at −78° C. for 0.1 h then phenylsulfonyl fluoride (0.26 mL, 0.343 g, 2.15 mmol) was added dropwise. The mixture was stirred at −78° C. then warmed to 20° C. and stirred thus for 1 h. Excess tert-but... Run in C1CCOC1 (THF). Reactants: C1(=CC=CC=C1)S(=O)(=O)F (phenylsulfonyl fluoride), C(C)(C)(C)[Li] (tert-butyllithium), CCCCC (pentane), BrC1=CC=C2C=CN(C2=C1)[Si](C(C)C)(C(C)C)C(C)C (6-bromo-1-triisopropylsilanyl-1H-indole). Yields the product C1(=CC=CC=C1)S(=O)(=O)C1=CC=C2C=CN(C2=C1)[Si](C(C)C)(C(C)C)C(C)C (6-Phenylsulfonyl-1-triisopropylsilanyl-1H-indole).